Dataset: the Open Reaction Database (ORD), a public repository of structured organic reaction records. Task: describe an organic reaction: reactants, conditions, products, and yield The solvent is C(Cl)Cl (methylene chloride). The yield is 48.0%. Product: ClC1=CC=2C3(C4=CC=CC=C4C(C2C=C1)C3)CN3CCC(CC3)NC(COC(C)C)=O (N-(1-[2-Chloro-9,10-dihydro-9,10-methanoanthracen-9-ylmethyl]-4-piperidyl)-2-(isopropoxy)acetamide). RXN SMILES: [H-].[Na+].[CH:3]([OH:6])([CH3:5])[CH3:4].[Cl:7][C:8]12C[CH:9]1[C:10]1[C:19]([CH:20]=[CH:21]2)=[CH:18][C:17]2[C:12](=[CH:13][CH:14]=[CH:15][CH:16]=2)[C:11]=1[CH2:22][N:23]1[CH2:28][CH2:27][CH:26]([NH:29][C:30](=[O:33])[CH2:31]Br)[CH2:25][CH2:24]1.O.[CH3:36]N(C)C=O>F[B-](F)(F)F.[Ag+].C(Cl)Cl>[Cl:7][C:8]1[CH:21]=[CH:20][C:19]2[CH:18]3[CH2:36][C:11]([CH2:22][N:23]4[CH2:24][CH2:25][CH:26]([NH:29][C:30](=[O:33])[CH2:31][O:6][CH:3]([CH3:5])[CH3:4])[CH2:27][CH2:28]4)([C:12]4[C:17]3=[CH:16][CH:15]=[CH:14][CH:13]=4)[C:10]=2[CH:9]=1 |f:0.1,6.7|. Procedure details: To a cooled (ice bath) stirred suspension of 97% sodium hydride (180 mg, 7.5 mmol) in N,N-dimethylformamide (3 mL) was added isopropanol (0.58 mL, 7.5 mmol). After stirring for 0.5 h at 0° C., the reaction was added 2-chloro-9-[4-(bromoacetamido)piperidinomethyl]methanoanthracene (575 mg, 1.25 mmol) and silver tetrafluoroborate (243 mg, 1.25 mmol). The reaction was allowed to warm to ambient temperature and stirred for an additional 18 h. The mixture was treated with water (50 mL) and methylene ... Reagents/catalysts: F[B-](F)(F)F.[Ag+] (silver tetrafluoroborate). The reactants are ClC12C(C3=C(C4=CC=CC=C4C=C3C=C1)CN1CCC(CC1)NC(CBr)=O)C2 (2-chloro-9-[4-(bromoacetamido)piperidinomethyl]methanoanthracene), O (water), [H-].[Na+] (sodium hydride), CN(C=O)C (N,N-dimethylformamide), C(C)(C)O (isopropanol). Reactants: FC1=C(C(=O)O)C=C(C=C1)I (2-fluoro-5-iodobenzoic acid), OS(=O)(=O)O (H2SO4), CCO (EtOH). Reaction conditions: temperature 100 celsius, time 8 hour. Yields the product FC1=C(C(=O)OCC)C=C(C=C1)I (Ethyl 2-fluoro-5-iodobenzoate). The yield is 84.0%. As a reaction SMILES: [F:1][C:2]1[CH:10]=[CH:9][C:8]([I:11])=[CH:7][C:3]=1[C:4]([OH:6])=[O:5].OS(O)(=O)=O.[CH3:17][CH2:18]O>>[F:1][C:2]1[CH:10]=[CH:9][C:8]([I:11])=[CH:7][C:3]=1[C:4]([O:6][CH2:17][CH3:18])=[O:5]. Reported procedure: To a solution of 2-fluoro-5-iodobenzoic acid (Oakwood, 0.99 g, 3.72 mmol) in EtOH (7.4 mL) was added H2SO4 (198 μL, 3.72 mmol). The resulting reaction mixture was stirred at 100° C. overnight and then concentrated in vacuo. The crude oil was purified using flash column chromatography (gradient from 0% to 10% EtOAc/hexanes) to give the title compound (916 mg, 84%) as a colorless oil. 1H NMR (CDCl3) δ 8.24 (dd, J=6.8, 2.4 Hz, 1H), 7.81 (ddd, J=8.8, 4.5, 2.4 Hz, 1H), 6.93 (dd, J=10.3, 8.6 Hz, 1H), ... The reactants are CNc1cc(Cl)ccc1[N+](=O)[O-], [H-], Nc1ccc(O)cc1, [Na+], CN(C)C=O. Yields the product CNc1cc(Oc2ccc(N)cc2)ccc1[N+](=O)[O-]. RXN SMILES: [CH3:11][NH:12][c:13]1[c:14]([N+:20](=[O:21])[O-:22])[cH:15][cH:16][c:17]([Cl:19])[cH:18]1.[H-:2].[NH2:3][c:4]1[cH:5][cH:6][c:7]([OH:8])[cH:9][cH:10]1.[Na+:1].[O:23]=[CH:24][N:25]([CH3:26])[CH3:27]>>[NH2:3][c:4]1[cH:5][cH:6][c:7]([O:8][c:17]2[cH:16][cH:15][c:14]([N+:20](=[O:21])[O-:22])[c:13]([NH:12][CH3:11])[cH:18]2)[cH:9][cH:10]1. Starting materials: COc1ccc(C(=O)O)c(OC)c1, O, O=[N+]([O-])O, O=S(=O)(O)O. Yields the product COc1cc(OC)c([N+](=O)[O-])cc1C(=O)O. RXN SMILES: [CH3:1][O:2][c:3]1[c:4]([C:5](=[O:6])[OH:7])[cH:8][cH:9][c:10]([O:12][CH3:13])[cH:11]1.[OH2:18].[OH:14][N+:15]([O-:16])=[O:17].[S:19](=[O:20])(=[O:21])([OH:22])[OH:23]>>[CH3:1][O:2][c:3]1[c:4]([C:5](=[O:6])[OH:7])[cH:8][c:9]([N+:15](=[O:14])[O-:16])[c:10]([O:12][CH3:13])[cH:11]1. The reactants are S(O)(O)(=O)=O (sulfuric acid), O.N[C@@H](CCC(=O)[O-])C(=O)[O-].[Na+].[Na+] (sodium glutamate monohydrate), S(O)(O)(=O)=O (sulfuric acid), C(CCC)N (n-butylamine), C(CCC)N (n-butylamine), [OH-].[Na+] (sodium hydroxide), C(CCCCCCC)(=O)Cl (octanoyl chloride), [OH-].[Na+] (sodium hydroxide), S(O)(O)(=O)=O (sulfuric acid). Run in O (water), O (water), CC(=O)C (acetone), CO (methanol), O (water), C1(=CC=CC=C1)C (toluene). Run at temperature 90 celsius. The product is C(CCC)N(C([C@@H](NC(CCCCCCC)=O)CCC(=O)O)=O)CCCC (octanoylglutamic acid dibutylamide). As a reaction SMILES: O.[NH2:2][C@H:3]([C:9]([O-:11])=O)[CH2:4][CH2:5][C:6]([O-:8])=[O:7].[Na+].[Na+].[OH-].[Na+].[C:16](Cl)(=[O:24])[CH2:17][CH2:18][CH2:19][CH2:20][CH2:21][CH2:22][CH3:23].S(=O)(=O)(O)O.[CH2:31]([NH2:35])[CH2:32][CH2:33][CH3:34]>O.CO.C1(C)C=CC=CC=1.CC(C)=O>[CH2:31]([N:35]([CH2:9][CH2:3][CH2:4][CH3:5])[C:9](=[O:11])[C@H:3]([CH2:4][CH2:5][C:6]([OH:8])=[O:7])[NH:2][C:16](=[O:24])[CH2:17][CH2:18][CH2:19][CH2:20][CH2:21][CH2:22][CH3:23])[CH2:32][CH2:33][CH3:34] |f:0.1.2.3,4.5|. Reported procedure: 110 g of sodium glutamate monohydrate was dissolved in 140 g of water and 78 g of 27% aqueous sodium hydroxide and cooled to 10° C. The solution was added with 110 g of acetone and added dropwise with 87 g of octanoyl chloride and 90 g of 27% aqueous sodium hydroxide. The reaction mixture for the acylation was diluted with 100 g of water and neutralized with 64 g of 95% sulfuric acid to separate an oil. The aqueous layer was removed, and the oil layer was concentrated under reduced pressure to o... RXN SMILES: [Cl:1][C:2]1[CH:3]=[C:4]([N:9]2[C:13](=[O:14])[C:12](=[O:15])[N:11]=[C:10]2SC)[CH:5]=[CH:6][C:7]=1[Cl:8].[Cl:18][C:19]1[CH:20]=[C:21]([NH:26][C:27]([NH2:29])=[NH:28])[CH:22]=[CH:23][C:24]=1[Cl:25]>C(Cl)(Cl)Cl>[Cl:18][C:19]1[CH:20]=[C:21]([NH:26][C:27]([N:29]=[C:10]2[NH:11][C:12](=[O:15])[C:13](=[O:14])[N:9]2[C:4]2[CH:5]=[CH:6][C:7]([Cl:8])=[C:2]([Cl:1])[CH:3]=2)=[NH:28])[CH:22]=[CH:23][C:24]=1[Cl:25]. Starting materials: ClC=1C=C(C=CC1Cl)N1C(=NC(C1=O)=O)SC (1-(3,4-dichlorophenyl)-2-methylsulfanyl-1H-imidazole-4,5-dione), ClC=1C=C(C=CC1Cl)NC(=N)N (N-(3,4-dichlorophenyl)guanidine). Yield: 67.5%. Conditions: temperature 50 celsius. The solvent is C(Cl)(Cl)Cl (CHCl3). Yields the product ClC=1C=C(C=CC1Cl)NC(=N)N=C1N(C(C(N1)=O)=O)C1=CC(=C(C=C1)Cl)Cl (N-(3,4-dichlorophenyl)-N′-[1-(3,4-dichlorophenyl)-4,5-dioxo-imidazolidin-2-ylidene]-guanidine). Reported procedure: To the solution of the crude dione 15 (0.551 g, 1.907 mmol) in 25 ml of dry CHCl3 was added N-(3,4-dichlorophenyl)guanidine (14) (0.389 g, 1.907 mmol) at room temperature. The reaction mixture was heated at 50° C. overnight. The solid was collected and washed sequentially with CHCl3 and H2O to afford the compound 19 as a light yellow solid (0.573 g, 1.288 mmol, 68%), mp 220° C. 1H NMR (300 MHz, DMSO-d6): δ 7.75(d, J=8.3 Hz, 1H), 7.69 (s, 1H), 7.55–7.40 (m, 3H), 7.15 (d, 7.9 Hz, 1H); 13C NMR: δ 1... The reactants are NC=1C(NC(=CC1)C1(CC1)C1=CC=CC=C1)=S (3-amino-6-(1-phenylcyclopropyl)pyridine-2(1H)-thione), FC1=C(C(=O)Cl)C=CC(=C1)F (2,4-difluorobenzoyl chloride), NC=1C(NC=CC1)=S (3-aminopyridine-2-thione), aryl. Yields the product FC1=C(C=CC(=C1)F)C=1SC2=NC(=CC=C2N1)C1(CC1)C1=CC=CC=C1 (2-(2,4-difluorophenyl)-5-(1-phenylcyclopropyl)thiazolo[5,4-b]pyridine). Reaction SMILES: [NH2:1][C:2]1[C:3](=[S:17])[NH:4][C:5]([C:8]2([C:11]3[CH:16]=[CH:15][CH:14]=[CH:13][CH:12]=3)[CH2:10][CH2:9]2)=[CH:6][CH:7]=1.[F:18][C:19]1[CH:27]=[C:26]([F:28])[CH:25]=[CH:24][C:20]=1[C:21](Cl)=O.NC1C(=S)NC=CC=1>>[F:18][C:19]1[CH:27]=[C:26]([F:28])[CH:25]=[CH:24][C:20]=1[C:21]1[S:17][C:3]2[C:2]([N:1]=1)=[CH:7][CH:6]=[C:5]([C:8]1([C:11]3[CH:16]=[CH:15][CH:14]=[CH:13][CH:12]=3)[CH2:10][CH2:9]1)[N:4]=2. Procedure: Reaction of 3-amino-6-(1-phenylcyclopropyl)pyridine-2(1H)-thione (27.3 mg, 113 μmol) and 2,4-difluorobenzoyl chloride (13.8 μl, 113 μmol) according to Reference V and the general procedure for the condensation of 3-aminopyridine-2-thione with aryl acid chlorides to give 2-(2,4-difluorophenyl)-5-(1-phenylcyclopropyl)thiazolo[5,4-b]pyridine as a white solid. MS (ESI) m/z: Calculated: 364.1; Observed: 365.0 (M++1). Starting materials: BrCCCCC1=C2C(C(=O)NC2=O)=CC=C1 (4-Bromobutylphthalimide), N1CCOCC1 (morpholine). The solvent is C(C)OCC (ethyl ether). Product: N1(CCOCC1)CCCCC1=C2C(C(=O)NC2=O)=CC=C1 (4-morpholinylbutylphthalimide). RXN SMILES: Br[CH2:2][CH2:3][CH2:4][CH2:5][C:6]1[CH:16]=[CH:15][CH:14]=[C:8]2[C:9]([NH:11][C:12](=[O:13])[C:7]=12)=[O:10].[NH:17]1[CH2:22][CH2:21][O:20][CH2:19][CH2:18]1>C(OCC)C>[N:17]1([CH2:2][CH2:3][CH2:4][CH2:5][C:6]2[CH:16]=[CH:15][CH:14]=[C:8]3[C:9]([NH:11][C:12](=[O:13])[C:7]=23)=[O:10])[CH2:22][CH2:21][O:20][CH2:19][CH2:18]1. Procedure: 4-Bromobutylphthalimide (564 mg; 2.0 mmoles) and morpholine (0.35 ml; 4.0 mmoles) were dissolved in anhydrous ethyl ether (5 ml). Reaction times and process as per Example 1. Reactants: CC(=O)NCC1CN(c2ccc(N3CCC(=O)C(C)(C)C3)c(F)c2)C(=O)O1, Nc1cccnc1, N#C[Na]. Product: CC(=O)NCC1CN(c2ccc(N3CCC(C#N)(Nc4cccnc4)C(C)(C)C3)c(F)c2)C(=O)O1. Reaction SMILES: [F:1][c:2]1[cH:3][c:4]([N:17]2[C:18](=[O:27])[O:19][CH:20]([CH2:22][NH:23][C:24]([CH3:25])=[O:26])[CH2:21]2)[cH:5][cH:6][c:7]1[N:8]1[CH2:9][C:10]([CH3:15])([CH3:16])[C:11](=[O:14])[CH2:12][CH2:13]1.[NH2:31][c:32]1[cH:33][n:34][cH:35][cH:36][cH:37]1.[Na:28][C:29]#[N:30]>>[F:1][c:2]1[cH:3][c:4]([N:17]2[C:18](=[O:27])[O:19][CH:20]([CH2:22][NH:23][C:24]([CH3:25])=[O:26])[CH2:21]2)[cH:5][cH:6][c:7]1[N:8]1[CH2:9][C:10]([CH3:15])([CH3:16])[C:11]([C:29]#[N:30])([NH:31][c:32]2[cH:33][n:34][cH:35][cH:36][cH:37]2)[CH2:12][CH2:13]1.